This data is from the Open Reaction Database (ORD), a public repository of structured organic reaction records. The task is: describe an organic reaction: reactants, conditions, products, and yield The reactants are CC(C)CN, O=C(c1ccc(Cl)nc1)N1Cc2cccn2Cc2ccccc21, c1ccncc1. Yields the product CC(C)CNc1ccc(C(=O)N2Cc3cccn3Cc3ccccc32)cn1. As a reaction SMILES: [CH3:24][CH:25]([CH2:26][NH2:27])[CH3:28].[Cl:1][c:2]1[cH:3][cH:4][c:5]([C:8](=[O:9])[N:10]2[CH2:11][c:12]3[n:13]([cH:21][cH:22][cH:23]3)[CH2:14][c:15]3[c:16]2[cH:17][cH:18][cH:19][cH:20]3)[cH:6][n:7]1.[cH:29]1[cH:30][cH:31][n:32][cH:33][cH:34]1>>[c:2]1([NH:27][CH2:26][CH:25]([CH3:24])[CH3:28])[cH:3][cH:4][c:5]([C:8](=[O:9])[N:10]2[CH2:11][c:12]3[n:13]([cH:21][cH:22][cH:23]3)[CH2:14][c:15]3[c:16]2[cH:17][cH:18][cH:19][cH:20]3)[cH:6][n:7]1. The reactants are CC(=O)[O-], CC(=O)O, [Na+], O=C1CSC(=S)N1, O=Cc1ccc(OCc2ccc3ccccc3c2)cc1. Product: O=C1NC(=S)SC1=Cc1ccc(OCc2ccc3ccccc3c2)cc1. As a reaction SMILES: [CH3:22][C:23](=[O:24])[O-:25].[CH3:33][C:34](=[O:35])[OH:36].[Na+:21].[S:26]1[C:27](=[S:28])[NH:29][C:30](=[O:31])[CH2:32]1.[cH:1]1[c:2]([CH2:11][O:12][c:13]2[cH:14][cH:15][c:16]([CH:17]=[O:18])[cH:19][cH:20]2)[cH:3][cH:4][c:5]2[cH:6][cH:7][cH:8][cH:9][c:10]12>>[cH:1]1[c:2]([CH2:11][O:12][c:13]2[cH:14][cH:15][c:16]([CH:17]=[C:32]3[S:26][C:27](=[S:28])[NH:29][C:30]3=[O:31])[cH:19][cH:20]2)[cH:3][cH:4][c:5]2[cH:6][cH:7][cH:8][cH:9][c:10]12. Procedure details: 80 mg (0.22 mmol) of 5-(4-ethylphenyl)-1-[(4-hydroxypiperidin-1-yl)carbonyl]piperidine-3-carboxylic acid (Example 59A) and 60 mg (0.33 mmol) of 2,4-difluoro-N′-hydroxybenzenecarboximidamide were reacted according to the General Method 2. Yield: 69 mg (60% of theory) As a reaction SMILES: [CH2:1]([C:3]1[CH:8]=[CH:7][C:6]([CH:9]2[CH2:14][N:13]([C:15]([N:17]3[CH2:22][CH2:21][CH:20]([OH:23])[CH2:19][CH2:18]3)=[O:16])[CH2:12][CH:11]([C:24](O)=[O:25])[CH2:10]2)=[CH:5][CH:4]=1)[CH3:2].[F:27][C:28]1[CH:33]=[C:32]([F:34])[CH:31]=[CH:30][C:29]=1[C:35](=[N:37]O)[NH2:36]>>[F:27][C:28]1[CH:33]=[C:32]([F:34])[CH:31]=[CH:30][C:29]=1[C:35]1[N:37]=[C:24]([CH:11]2[CH2:10][CH:9]([C:6]3[CH:7]=[CH:8][C:3]([CH2:1][CH3:2])=[CH:4][CH:5]=3)[CH2:14][N:13]([C:15]([N:17]3[CH2:18][CH2:19][CH:20]([OH:23])[CH2:21][CH2:22]3)=[O:16])[CH2:12]2)[O:25][N:36]=1. Starting materials: C(C)C1=CC=C(C=C1)C1CC(CN(C1)C(=O)N1CCC(CC1)O)C(=O)O (5-(4-Ethylphenyl)-1-[(4-hydroxypiperidin-1-yl)carbonyl]piperidine-3-carboxylic acid), FC1=C(C=CC(=C1)F)C(N)=NO (2,4-difluoro-N′-hydroxybenzenecarboximidamide). Product: FC1=C(C=CC(=C1)F)C1=NOC(=N1)C1CN(CC(C1)C1=CC=C(C=C1)CC)C(=O)N1CCC(CC1)O ({3-[3-(2,4-Difluorophenyl)-1,2,4-oxadiazol-5-yl]-5-(4-ethylphenyl)piperidin-1-yl}(4-hydroxy-piperidin-1-yl)methanone). The reactants are O (Water), CN(C(=O)Cl)C (Dimethylcarbamic chloride), COC1=CC=C(C=C1)N1N=C(N=C1C1=CC=C(C=C1)OC)O (1,5-bis(4-methoxyphenyl)-1H-1,2,4-triazol-3-ol), N1=CC=CC=C1 (pyridine). The solvent is C(C)(=O)OCC (ethyl acetate), ClCCl (dichloromethane). Run at temperature 45 celsius, time 17 hour. The product is CN(C(OC1=NN(C(=N1)C1=CC=C(C=C1)OC)C1=CC=C(C=C1)OC)=O)C (1,5-bis(4-methoxyphenyl)-1H-1,2,4-triazol-3-yl dimethylcarbamate). Yield: 35.5%. As a reaction SMILES: [CH3:1][N:2]([CH3:6])[C:3](Cl)=[O:4].[CH3:7][O:8][C:9]1[CH:14]=[CH:13][C:12]([N:15]2[C:19]([C:20]3[CH:25]=[CH:24][C:23]([O:26][CH3:27])=[CH:22][CH:21]=3)=[N:18][C:17]([OH:28])=[N:16]2)=[CH:11][CH:10]=1.N1C=CC=CC=1.O>ClCCl.C(OCC)(=O)C>[CH3:1][N:2]([CH3:6])[C:3](=[O:4])[O:28][C:17]1[N:18]=[C:19]([C:20]2[CH:25]=[CH:24][C:23]([O:26][CH3:27])=[CH:22][CH:21]=2)[N:15]([C:12]2[CH:11]=[CH:10][C:9]([O:8][CH3:7])=[CH:14][CH:13]=2)[N:16]=1. Procedure: Dimethylcarbamic chloride was added to a mixture of 1,5-bis(4-methoxyphenyl)-1H-1,2,4-triazol-3-ol (200 mg, 0.673 mmol) and pyridine (0.114 ml, 1.41 mmol) in dichloromethane (5 ml). Then the solution was stirred at 45° C. for 17 hours. Water and ethyl acetate were poured into the mixture and the organic layer was separated, washed with water and brine, and dried over magnesium sulfate. The solvent was removed under reduced pressure. The residue was purified by column chromatography (hexane-ethyl... Reactants: [O-][Mn](=O)(=O)=O.[K+] (KMnO4), C1=CC=CC=2N(CC3=C(CC21)C=CC=C3)C(=O)C3=CC=C(C=C3)NC(C3=C(C=CC=C3)C)=O (N-[4-[(6,11-dihydro-5H-dibenz[b,e]azepin-5-yl)carbonyl]phenyl]-2-methylbenzamide), [O-][Mn](=O)(=O)=O.[K+] (KMnO4), [O-]S(=O)(=O)[O-].[Mg+2] (MgSO4). Solvent: O (water), O (water), C(C)(C)(C)O (t-butanol). Conditions: temperature 65 celsius. The product is O=C1C2=C(N(CC3=C1C=CC=C3)C(=O)C3=CC=C(C=C3)NC(C3=C(C=CC=C3)C)=O)C=CC=C2 (N-[4-[(6,11-Dihydro-11-oxo-5H-dibenz[b,e]azepin-5-yl)-carbonyl]phenyl]-2-methylbenzamide). Isolated yield 107.6%. RXN SMILES: [CH:1]1[C:11]2[CH2:10][C:9]3[CH:12]=[CH:13][CH:14]=[CH:15][C:8]=3[CH2:7][N:6]([C:16]([C:18]3[CH:23]=[CH:22][C:21]([NH:24][C:25](=[O:33])[C:26]4[CH:31]=[CH:30][CH:29]=[CH:28][C:27]=4[CH3:32])=[CH:20][CH:19]=3)=[O:17])[C:5]=2[CH:4]=[CH:3][CH:2]=1.[O-:34]S([O-])(=O)=O.[Mg+2].[O-][Mn](=O)(=O)=O.[K+]>C(O)(C)(C)C.O>[O:34]=[C:10]1[C:9]2[CH:12]=[CH:13][CH:14]=[CH:15][C:8]=2[CH2:7][N:6]([C:16]([C:18]2[CH:23]=[CH:22][C:21]([NH:24][C:25](=[O:33])[C:26]3[CH:31]=[CH:30][CH:29]=[CH:28][C:27]=3[CH3:32])=[CH:20][CH:19]=2)=[O:17])[C:5]2[CH:4]=[CH:3][CH:2]=[CH:1][C:11]1=2 |f:1.2,3.4|. Reported procedure: A mixture of 1.08 g of N-[4-[(6,11-dihydro-5H-dibenz[b,e]azepin-5-yl)carbonyl]phenyl]-2-methylbenzamide in 50 ml of t-butanol is heated, 2 ml of water is added followed by 1.18 g of MgSO4, and 2.6 g of KMnO4. An additional 0.84 g of KMnO4 in 25 ml of water is added followed by heating at 65° C for 18 hours. The reaction mixture is filtered and the filtrate evaporated in vacuo to give 1.2 g of a residue which is purified by column chromatography on silica gel by elution with ethyl acetate and 9:1... Starting materials: C1(=CC=CC=C1)C1=CC(=CN1S(=O)(=O)C1=CC(=CC=C1)C(C)(O)C)CNC(OC(C)(C)C)=O (tert-butyl [1-(5-phenyl-1-{[3-(1-methyl-1-hydroxyethyl)phenyl]sulfonyl}-1H-pyrrol-3-yl)methyl]carbamate), C(C)(=O)OCC.Cl (hydrogen chloride-ethyl acetate). The solvent is C(C)O (ethanol). Reaction conditions: time 3 hour. Product: CNCC=1C=C(N(C1)S(=O)(=O)C=1C=C(C=CC1)C(C)(C)O)C1=CC=CC=C1 (2-[3-({4-[(Methylamino)methyl]-2-phenyl-1H-pyrrol-1-yl}sulfonyl)phenyl]propan-2-ol). Isolated yield 74.4%. Reaction SMILES: [C:1]1([C:7]2[N:11]([S:12]([C:15]3[CH:20]=[CH:19][CH:18]=[C:17]([C:21]([CH3:24])([OH:23])[CH3:22])[CH:16]=3)(=[O:14])=[O:13])[CH:10]=[C:9]([CH2:25][NH:26][C:27](=O)OC(C)(C)C)[CH:8]=2)[CH:6]=[CH:5][CH:4]=[CH:3][CH:2]=1.C(OCC)(=O)C.Cl>C(O)C>[CH3:27][NH:26][CH2:25][C:9]1[CH:8]=[C:7]([C:1]2[CH:6]=[CH:5][CH:4]=[CH:3][CH:2]=2)[N:11]([S:12]([C:15]2[CH:16]=[C:17]([C:21]([OH:23])([CH3:24])[CH3:22])[CH:18]=[CH:19][CH:20]=2)(=[O:14])=[O:13])[CH:10]=1 |f:1.2|. Reported procedure: To a solution of tert-butyl [1-(5-phenyl-1-{[3-(1-methyl-1-hydroxyethyl)phenyl]sulfonyl}-1H-pyrrol-3-yl)methyl]carbamate (334 mg) in ethanol (4 mL) was added 4 mol/L hydrogen chloride-ethyl acetate solution (4.0 mL) and the mixture was stirred at room temperature for 3 hr. After the reaction mixture was concentrated under reduced pressure, saturated aqueous sodium hydrogencarbonate solution was added to the residue, and the mixture was extracted with ethyl acetate. The extract was washed with sa... RXN SMILES: [C:12]([CH3:13])([CH3:14])([CH3:15])[O:16][C:17](=[O:18])[N:19]1[CH2:20][CH:21]([NH2:23])[CH2:22]1.[CH3:1][CH2:2][N:3]=[C:4]=[N:5][CH2:6][CH2:7][CH2:8][N:9]([CH3:10])[CH3:11].[F:24][C:25]([c:26]1[cH:27][c:28]([C:29](=[O:30])[NH:31][CH2:32][C:33](=[O:34])[OH:35])[cH:36][c:37]([C:39]([F:40])([F:41])[F:42])[cH:38]1)([F:43])[F:44]>>[C:12]([CH3:13])([CH3:14])([CH3:15])[O:16][C:17](=[O:18])[N:19]1[CH2:20][CH:21]([NH:23][C:33]([CH2:32][NH:31][C:29]([c:28]2[cH:27][c:26]([C:25]([F:24])([F:43])[F:44])[cH:38][c:37]([C:39]([F:40])([F:41])[F:42])[cH:36]2)=[O:30])=[O:34])[CH2:22]1. The product is CC(C)(C)OC(=O)N1CC(NC(=O)CNC(=O)c2cc(C(F)(F)F)cc(C(F)(F)F)c2)C1. Reactants: CC(C)(C)OC(=O)N1CC(N)C1, CCN=C=NCCCN(C)C, O=C(O)CNC(=O)c1cc(C(F)(F)F)cc(C(F)(F)F)c1. Reactants: ClC1=NC(=NC(=N1)Cl)Cl (2,4,6-trichloro-S-triazine), mixture, CC[C@H](C)[C@@H](C(=O)N[C@@H](CC1=CN=CN1)C(=O)N2CCC[C@H]2C(=O)N[C@@H](CC3=CC=CC=C3)C(=O)N[C@@H](CC4=CN=CN4)C(=O)N[C@@H](CC(C)C)C(=O)O)NC(=O)[C@H](CC5=CC=C(C=C5)O)NC(=O)[C@H](C(C)C)NC(=O)[C@H](CCCN=C(N)N)NC(=O)[C@H](CC(=O)O)N (angiotensin I), OP(=O)([O-])[O-].[K+].[K+] (K2HPO4), OP(=O)(O)[O-].[K+] (KH2PO4), O (water), O (water). Run in O1CCOCC1 (dioxane), CO (methanol). Reaction conditions: time 30 minute. The product is C[C@@H](C(=O)O)NC(=O)[C@@H]1CCCN1C(=O)[C@H](CC2=CN=CN2)NC(=O)[C@H](C(C)C)NC(=O)[C@H](CC=3C=CC(=CC3)O)NC(=O)[C@H](C(C)C)NC(=O)[C@H](CCCNC(=N)N)NC(=O)[C@H](CC(=O)O)N (ANGIOTENSIN). RXN SMILES: OP([O-])([O-])=O.[K+].[K+].OP([O-])(O)=O.[K+].ClC1N=C(Cl)N=C(Cl)N=1.C[CH2:24][C@@H:25]([C@H:27]([NH:77][C:78]([C@@H:80]([NH:89][C:90]([C@@H:92]([NH:96][C:97]([C@@H:99]([NH:107][C:108]([C@@H:110]([NH2:115])[CH2:111][C:112]([OH:114])=[O:113])=[O:109])[CH2:100][CH2:101][CH2:102][N:103]=[C:104]([NH2:106])[NH2:105])=[O:98])[CH:93]([CH3:95])[CH3:94])=[O:91])[CH2:81][C:82]1[CH:87]=[CH:86][C:85]([OH:88])=[CH:84][CH:83]=1)=[O:79])[C:28]([NH:30][C@H:31]([C:38]([N:40]1[C@H:44]([C:45]([NH:47][C@H:48]([C:56](N[C@H](C(N[C@H](C(O)=O)CC(C)C)=O)CC2NC=NC=2)=[O:57])[CH2:49]C2C=CC=CC=2)=[O:46])[CH2:43][CH2:42][CH2:41]1)=[O:39])[CH2:32][C:33]1[NH:37][CH:36]=[N:35][CH:34]=1)=[O:29])[CH3:26].[OH2:116]>O1CCOCC1.CO>[CH3:49][C@H:48]([NH:47][C:45]([C@H:44]1[N:40]([C:38]([C@@H:31]([NH:30][C:28]([C@@H:27]([NH:77][C:78]([C@@H:80]([NH:89][C:90]([C@@H:92]([NH:96][C:97]([C@@H:99]([NH:107][C:108]([C@@H:110]([NH2:115])[CH2:111][C:112]([OH:114])=[O:113])=[O:109])[CH2:100][CH2:101][CH2:102][NH:103][C:104]([NH2:106])=[NH:105])=[O:98])[CH:93]([CH3:94])[CH3:95])=[O:91])[CH2:81][C:82]2[CH:87]=[CH:86][C:85]([OH:88])=[CH:84][CH:83]=2)=[O:79])[CH:25]([CH3:24])[CH3:26])=[O:29])[CH2:32][C:33]2[NH:37][CH:36]=[N:35][CH:34]=2)=[O:39])[CH2:41][CH2:42][CH2:43]1)=[O:46])[C:56]([OH:57])=[O:116] |f:0.1.2,3.4|. Procedure details: A 25 μl aliquot of the enzyme suspension was added to the above reaction-broth mixture and incubated at 37° C. for 30 minutes. The enzyme reaction was quenched by placing the mixture in a boiling water bath for 10 minutes. A blank was prepared by adding the enzyme aliquot to the reaction mixture after the boiling water treatment. A positive control consisted of a 10 μl mixture of methanol and water (1:1). A 1.0 ml portion of 0.2M K2HPO4 --KH2PO4 buffer (pH=8.3) was added to each boiled mixture a...